Dataset: the Open Reaction Database (ORD), a public repository of structured organic reaction records. Task: describe an organic reaction: reactants, conditions, products, and yield Reactants: C(C1=CC=CC=C1)(=O)O (benzoic acid), methyl-3-amino benzoate, COC(C1=CC(=CC=C1)NC(=O)C1=CN=C(S1)NC(=O)N(C1CCCCC1)C1CCCCC1)=O (3- {[2-(3,3-Dicyclohexylureido)-thiazole-5-carbonyl]-amino}-benzoic acid methyl ester), C1(CCCCC1)N(C(NC=1SC=C(N1)C(=O)O)=O)C1CCCCC1 (2-(3,3-dicyclohexylureido)-thiazole-4-carboxylic acid). Product: C1(CCCCC1)N(C(NC=1SC(=CN1)C(=O)NC=1C=C(C(=O)O)C=CC1)=O)C1CCCCC1 (3-{[2-(3,3-Dicyclohexylureido)-thiazole-5-carbonyl]-amino}-benzoic acid). Isolated yield 40.0%. RXN SMILES: C(O)(=O)C1C=CC=CC=1.C[O:11][C:12](=[O:43])[C:13]1[CH:18]=[CH:17][CH:16]=[C:15]([NH:19][C:20]([C:22]2[S:26][C:25]([NH:27][C:28]([N:30]([CH:37]3[CH2:42][CH2:41][CH2:40][CH2:39][CH2:38]3)[CH:31]3[CH2:36][CH2:35][CH2:34][CH2:33][CH2:32]3)=[O:29])=[N:24][CH:23]=2)=[O:21])[CH:14]=1.C1(N(C2CCCCC2)C(=O)NC2SC=C(C(O)=O)N=2)CCCCC1>>[CH:37]1([N:30]([CH:31]2[CH2:36][CH2:35][CH2:34][CH2:33][CH2:32]2)[C:28](=[O:29])[NH:27][C:25]2[S:26][C:22]([C:20]([NH:19][C:15]3[CH:14]=[C:13]([CH:18]=[CH:17][CH:16]=3)[C:12]([OH:43])=[O:11])=[O:21])=[CH:23][N:24]=2)[CH2:42][CH2:41][CH2:40][CH2:39][CH2:38]1. Reported procedure: 3-{[2-Dicyclohexylureido)-thiazole-5-carbonyl]-amino}-benzoic acid was prepared in 40% yield as described in general procedure F from 3- {[2-(3,3-Dicyclohexylureido)-thiazole-5-carbonyl]-amino}-benzoic acid methyl ester, which in turn was prepared in 21% yield as described in general procedure H using 2-(3,3-dicyclohexylureido)-thiazole-4-carboxylic acid and methyl-3-amino benzoate.